Dataset: the Open Reaction Database (ORD), a public repository of structured organic reaction records. Task: describe an organic reaction: reactants, conditions, products, and yield The reactants are C1(=CC=CC=C1)C(OC1=CN(C(=CC1=O)CO)CCN(C)C)C1=CC=CC=C1 (3-diphenylmethoxy-1-[2(dimethylamino)ethyl]-6-hydroxymethyl-4-pyridone). Reagents/catalysts: [O-2].[O-2].[Mn+4] (manganese dioxide). Reaction conditions: time 3 hour. Product: C1(=CC=CC=C1)C(OC1=CN(C(=CC1=O)C=O)CCN(C)C)C1=CC=CC=C1 (3-diphenylmethoxy-1-(2-dimethylaminoethyl)-6-formyl-4pyridone). Reaction SMILES: [C:1]1([CH:7]([C:23]2[CH:28]=[CH:27][CH:26]=[CH:25][CH:24]=2)[O:8][C:9]2[C:14](=[O:15])[CH:13]=[C:12]([CH2:16][OH:17])[N:11]([CH2:18][CH2:19][N:20]([CH3:22])[CH3:21])[CH:10]=2)[CH:6]=[CH:5][CH:4]=[CH:3][CH:2]=1>[O-2].[O-2].[Mn+4]>[C:23]1([CH:7]([C:1]2[CH:2]=[CH:3][CH:4]=[CH:5][CH:6]=2)[O:8][C:9]2[C:14](=[O:15])[CH:13]=[C:12]([CH:16]=[O:17])[N:11]([CH2:18][CH2:19][N:20]([CH3:22])[CH3:21])[CH:10]=2)[CH:24]=[CH:25][CH:26]=[CH:27][CH:28]=1 |f:1.2.3|. Reported procedure: To a solution of 1.160 g of 3-diphenylmethoxy-1-[2(dimethylamino)ethyl]-6-hydroxymethyl-4-pyridone is added 6.0 g of manganese dioxide at room temperature, and the mixture is stirred for 3 hours. Insolubles are removed by filtration, and the filtrate was subjected to flash column chromatography on 50 g of Wako-Gel C-300 (manufactured by Wako Pure Chemical Industries, Ltd.) with an eluent of chloroform-methanol (10:1) to perform separation and purification. The title compound is obtained as color...